Dataset: the Open Reaction Database (ORD), a public repository of structured organic reaction records. Task: describe an organic reaction: reactants, conditions, products, and yield Starting materials: C1(CCCC1)C1C2=C(B(O1)O)C=C(C=C2)NC(C2=C(C=CC=C2)C(F)(F)F)=O (N-(3-cyclopentyl-1-hydroxy-1,3-dihydro-benzo[c][1,2]oxaborol-6-yl)-2-trifluoromethyl-benzamide), FC(C1=C(C(=O)Cl)C=CC(=C1)F)(F)F (2-trifluoromethyl-4-fluorobenzoyl chloride). The product is C1(CCCC1)C1C2=C(B(O1)O)C=C(C=C2)NC(C2=C(C=C(C=C2)F)C(F)(F)F)=O (N-(3-Cyclopentyl-1-hydroxy-1,3-dihydro-benzo[c][1,2]oxaborol-6-yl)-4-fluoro-2-trifluoromethyl-benzamide). Reaction SMILES: [CH:1]1([CH:6]2[O:10][B:9]([OH:11])[C:8]3[CH:12]=[C:13]([NH:16][C:17](=[O:28])[C:18]4[CH:23]=[CH:22][CH:21]=[CH:20][C:19]=4[C:24]([F:27])([F:26])[F:25])[CH:14]=[CH:15][C:7]2=3)[CH2:5][CH2:4][CH2:3][CH2:2]1.[F:29]C(F)(F)C1C=C(F)C=CC=1C(Cl)=O>>[CH:1]1([CH:6]2[O:10][B:9]([OH:11])[C:8]3[CH:12]=[C:13]([NH:16][C:17](=[O:28])[C:18]4[CH:23]=[CH:22][C:21]([F:29])=[CH:20][C:19]=4[C:24]([F:27])([F:25])[F:26])[CH:14]=[CH:15][C:7]2=3)[CH2:2][CH2:3][CH2:4][CH2:5]1. Procedure details: The title compound was prepared using a procedure similar to that of N-(3-cyclopentyl-1-hydroxy-1,3-dihydro-benzo[c][1,2]oxaborol-6-yl)-2-trifluoromethyl-benzamide with 2-trifluoromethyl-4-fluorobenzoyl chloride replacing 2-trifluoromethylbenzoyl chloride. Data: LCMS (M/Z): 430 (M+23); 1H NMR (acetone) δ: 9.64 (br. s., 1H), 8.14 (d, J=1.9 Hz, 1H), 7.83 (dd, J=8.5, 5.4 Hz, 1H), 7.71 (dd, J=8.2, 2.0 Hz, 1H), 7.50-7.64 (m, 2H), 7.39 (d, J=8.2 Hz, 1H), 5.13 (d, J=4.8 Hz, 1H), 2.25-2.37 (m, J=8.2, 8....